From a dataset of the Open Reaction Database (ORD), a public repository of structured organic reaction records. describe an organic reaction: reactants, conditions, products, and yield Reactants: [OH-].[Na+] (Sodium hydroxide), COC=1C=C(CN2C(=CC3=CC(=CC=C23)OC(C)=O)C(=O)OCC)C=CC1Cl (ethyl N-(3-methoxy-4-chlorobenzyl)-5-acetoxyindole-2-carboxylate). Run in CO (methanol), C1CCOC1 (THF). Reaction conditions: time 18 hour. Yields the product COC=1C=C(CN2C(=CC3=CC(=CC=C23)O)C(=O)O)C=CC1Cl (N-(3-methoxy-4-chlorobenzyl)-5-hydroxyindole-2-carboxylic Acid). Yield: 70.3%. As a reaction SMILES: [OH-].[Na+].[CH3:3][O:4][C:5]1[CH:6]=[C:7]([CH:27]=[CH:28][C:29]=1[Cl:30])[CH2:8][N:9]1[C:17]2[C:12](=[CH:13][C:14]([O:18]C(=O)C)=[CH:15][CH:16]=2)[CH:11]=[C:10]1[C:22]([O:24]CC)=[O:23]>CO.C1COCC1>[CH3:3][O:4][C:5]1[CH:6]=[C:7]([CH:27]=[CH:28][C:29]=1[Cl:30])[CH2:8][N:9]1[C:17]2[C:12](=[CH:13][C:14]([OH:18])=[CH:15][CH:16]=2)[CH:11]=[C:10]1[C:22]([OH:24])=[O:23] |f:0.1|. Procedure: Sodium hydroxide (2M, 1.9 ml) was added to a stirred solution of ethyl N-(3-methoxy-4-chlorobenzyl)-5-acetoxyindole-2-carboxylate (305 mg) in methanol (3 ml) and THF (3 ml). The reaction was stirred at room temperature for 18 hours. The reaction mixture was concentrated in vacuo and then diluted with water (5 ml). The solution was acidified by the addition of aqueous hydrochloric acid (2M), extracted with ethyl acetate, dried and evaporated. The residue was purified by column chromatography elut... Reactants: Cl.CC1=NC2=CC=CC=C2C(=C1)OCC1=CC=C(C=C1)C=1C(=CC=CC1)C(=O)O (4'-[(2-Methylquinolin-4-yloxy)methyl]biphenyl-2-carboxylic acid hydrochloride), CS(=O)C.[N+](=O)([O-])C=1C=C(CO)C=CC1 (DMSO m-nitrobenzyl alcohol), CC1=NC2=CC=CC=C2C(=C1)OCC1=CC=C(C=C1)C=1C(=CC=CC1)C(=O)OC (methyl 4'-[(2-methylquinolin-4-yloxy)methyl]biphenyl-2-carboxylate). Product: CC1=NC2=CC=CC=C2C(C1)=O (2-methyl-4-quinolone). Reaction SMILES: Cl.[CH3:2][C:3]1[CH:12]=[C:11]([O:13]CC2C=CC(C3C(C(O)=O)=CC=CC=3)=CC=2)[C:10]2[C:5](=[CH:6][CH:7]=[CH:8][CH:9]=2)[N:4]=1.CS(C)=O.[N+](C1C=C(C=CC=1)CO)([O-])=O.CC1C=C(OCC2C=CC(C3C(C(OC)=O)=CC=CC=3)=CC=2)C2C(=CC=CC=2)N=1>>[CH3:2][C:3]1[CH2:12][C:11](=[O:13])[C:10]2[C:5](=[CH:6][CH:7]=[CH:8][CH:9]=2)[N:4]=1 |f:0.1,2.3|. Reported procedure: (Example 2): 4'-[(2-Methylquinolin-4-yloxy)methyl]biphenyl-2-carboxylic acid hydrochloride, m.p. 184°-186° C.; NMR (d6 -DMSO): 2.93(s,3H), 5.67(s,2H), 7.38-7.72(m,8H), 7.77(dd,1H), 7.84(dd,1H), 8.08(dt,1H), 8.29(d,1H), 8.33(d,1H); mass spectrum (-ve FAB, DMSO/m-nitrobenzyl alcohol)(NBA): 368 (M-H)- ; microanalysis found: C,71.2; H,5.0; N,3.6; Cl, 8.6%, C24H19NO3.HCl requires:C,71.0; H,5.0; N,3.5; Cl,8.7%; starting from methyl 4'-[(2-methylquinolin-4-yloxy)methyl]biphenyl-2-carboxylate, obtained ... Starting materials: [N+](=O)([O-])C1=C2CCC(C2=CC=C1)N1CCN(CC1)C(=O)OC (methyl 4-(4-nitro-2,3-dihydro-1H-inden-1-yl)piperazine-1-carboxylate). The reagents and catalysts are [Fe] (iron). The solvent is CC(=O)O (HOAc). Reaction conditions: time 8 hour. Yields the product NC1=C2CCC(C2=CC=C1)N1CCN(CC1)C(=O)OC (Methyl 4-(4-amino-2,3-dihydro-1H-inden-1-yl)piperazine-1-carboxylate). Yield: 92.1%. RXN SMILES: [N+:1]([C:4]1[CH:12]=[CH:11][CH:10]=[C:9]2[C:5]=1[CH2:6][CH2:7][CH:8]2[N:13]1[CH2:18][CH2:17][N:16]([C:19]([O:21][CH3:22])=[O:20])[CH2:15][CH2:14]1)([O-])=O>[Fe].CC(O)=O>[NH2:1][C:4]1[CH:12]=[CH:11][CH:10]=[C:9]2[C:5]=1[CH2:6][CH2:7][CH:8]2[N:13]1[CH2:14][CH2:15][N:16]([C:19]([O:21][CH3:22])=[O:20])[CH2:17][CH2:18]1. Procedure: To a room temperature solution of methyl 4-(4-nitro-2,3-dihydro-1H-inden-1-yl)piperazine-1-carboxylate (216 mg, 0.71 mmol, 1.0 equiv) in MeOHH (2.8 mL) and glacial HOAc (2.8 mL) was added iron powder (198 mg, 3.54 mmol, 5.0 equiv) as a solid in one portion. After stirring overnight, the reaction mixture was concentrated in vacuo and then diluted with EtOAc and 3 N NaOH. The organic layer was washed with brine and concentrated in vacuo to provide the title compound as a brown oil (180 mg, 92%). Reported procedure: The compound was synthesized starting from 5-bromobenzimidazole (200 mg; 1 mmol; 1 eq.), benzylamine (128 mg; 0.127 ml; 1.2 mmol; 1.2 eq.), 2-dicyclohexylphosphino-2′-(N,N-dimethylamino)biphenyl (9 mg; 0.024 mmol; 0.024 eq.; 2.4 mol %), Pd2 dba3 (9 mg; 0.01 mmol; 0.01 eq.; 1 mol %) and lithiumbis(trimethylsilyl)amide 1 M in THF (2.2 ml; 2.2 mmol; 2.2 eq.) according to method 1; Yield: 0.150 g (67.3%); MS m/z: 224.5 [M+H]+; 1H-NMR (500 MHz, DMSO d6): δ 4.33 (s, 2H); 6.64 (d, 1H, 4J=2.1 Hz); 6.98 ... The reagents and catalysts are C=1C=CC(=CC1)/C=C/C(=O)/C=C/C2=CC=CC=C2.C=1C=CC(=CC1)/C=C/C(=O)/C=C/C2=CC=CC=C2.C=1C=CC(=CC1)/C=C/C(=O)/C=C/C2=CC=CC=C2.[Pd].[Pd] (Pd2 dba3). Reaction SMILES: Br[C:2]1[CH:10]=[CH:9][C:5]2[N:6]=[CH:7][NH:8][C:4]=2[CH:3]=1.[CH2:11]([NH2:18])[C:12]1[CH:17]=[CH:16][CH:15]=[CH:14][CH:13]=1.C1(P(C2CCCCC2)C2C=CC=CC=2C2C=CC=CC=2N(C)C)CCCCC1.C[Si]([N-][Si](C)(C)C)(C)C.[Li+].C1COCC1>C1C=CC(/C=C/C(/C=C/C2C=CC=CC=2)=O)=CC=1.C1C=CC(/C=C/C(/C=C/C2C=CC=CC=2)=O)=CC=1.C1C=CC(/C=C/C(/C=C/C2C=CC=CC=2)=O)=CC=1.[Pd].[Pd]>[CH2:11]([NH:18][C:2]1[CH:10]=[CH:9][C:5]2[NH:6][CH:7]=[N:8][C:4]=2[CH:3]=1)[C:12]1[CH:17]=[CH:16][CH:15]=[CH:14][CH:13]=1 |f:3.4,6.7.8.9.10|. Product: C(C1=CC=CC=C1)NC1=CC2=C(NC=N2)C=C1 (N-Benzyl-1H-benzo[d]imidazol-5-amine). Reactants: BrC1=CC2=C(N=CN2)C=C1 (5-bromobenzimidazole), C[Si](C)(C)[N-][Si](C)(C)C.[Li+] (lithiumbis(trimethylsilyl)amide), C1CCOC1 (THF), C(C1=CC=CC=C1)N (benzylamine), C1(CCCCC1)P(C1=C(C=CC=C1)C1=C(C=CC=C1)N(C)C)C1CCCCC1 (2-dicyclohexylphosphino-2′-(N,N-dimethylamino)biphenyl). The reactants are CC(C(=O)O)N(C)C(=O)OC(C)(C)C, N#CCC(=O)O, C1CCNCC1, CS(=O)(=O)[O-], NCCCc1ccc(F)cc1, O=Cc1ccc(F)cc1, c1ccncc1. The product is CC(C(=O)NCCCc1ccc(F)cc1)N(C)C(=O)OC(C)(C)C. Reaction SMILES: [C:1]([CH3:2])([CH3:3])([CH3:4])[O:5][C:6](=[O:7])[N:8]([CH:9]([CH3:10])[C:11](=[O:12])[OH:13])[CH3:14].[C:35]([CH2:36][C:37]([OH:38])=[O:39])#[N:40].[CH2:46]1[CH2:47][CH2:48][NH:49][CH2:50][CH2:51]1.[CH3:41][S:42](=[O:43])(=[O:44])[O-:45].[F:15][c:16]1[cH:17][cH:18][c:19]([CH2:22][CH2:23][CH2:24][NH2:25])[cH:20][cH:21]1.[F:26][c:27]1[cH:28][cH:29][c:30]([CH:31]=[O:32])[cH:33][cH:34]1.[cH:52]1[cH:53][cH:54][n:55][cH:56][cH:57]1>>[C:1]([CH3:2])([CH3:3])([CH3:4])[O:5][C:6](=[O:7])[N:8]([CH:9]([CH3:10])[C:11](=[O:13])[NH:25][CH2:24][CH2:23][CH2:22][c:19]1[cH:18][cH:17][c:16]([F:15])[cH:21][cH:20]1)[CH3:14]. The reactants are C1(=CC=CC=C1)N1N=NC(=C1)CN(CCCCNC(OC(C)(C)C)=O)C1CCCC=2C=CC=NC12 (tert-butyl 4-(((1-phenyl-1H-1,2,3-triazol-4-yl)methyl)(5,6,7,8-tetrahydroquinolin-8-yl)-amino)butylcarbamate), C1(=CC=CC=C1)N1N=NC(=C1)CN(CCCCNC(OC(C)(C)C)=O)C1CCCC=2C=CC=NC12 (tert-butyl 4-(((1-phenyl-1H-1,2,3-triazol-4-yl)methyl)(5,6,7,8-tetrahydroquinolin-8-yl)amino)butylcarbamate), S(=O)(Cl)Cl (thionyl chloride). Reaction SMILES: [C:1]1([N:7]2[CH:11]=[C:10]([CH2:12][N:13]([CH:26]3[C:35]4[N:34]=[CH:33][CH:32]=[CH:31][C:30]=4[CH2:29][CH2:28][CH2:27]3)[CH2:14][CH2:15][CH2:16][CH2:17][NH:18]C(=O)OC(C)(C)C)[N:9]=[N:8]2)[CH:6]=[CH:5][CH:4]=[CH:3][CH:2]=1.S(Cl)([Cl:38])=O>CO>[ClH:38].[ClH:38].[ClH:38].[ClH:38].[NH2:18][CH2:17][CH2:16][CH2:15][CH2:14][N:13]([CH2:12][C:10]1[N:9]=[N:8][N:7]([C:1]2[CH:6]=[CH:5][CH:4]=[CH:3][CH:2]=2)[CH:11]=1)[CH:26]1[C:35]2[N:34]=[CH:33][CH:32]=[CH:31][C:30]=2[CH2:29][CH2:28][CH2:27]1 |f:3.4.5.6.7|. Procedure: To a solution of tert-butyl 4-(((1-phenyl-1H-1,2,3-triazol-4-yl)methyl)(5,6,7,8-tetrahydroquinolin-8-yl)-amino)butylcarbamate, 10 (0.85 g, 1.80 mmol) in methanol (20 mL) was added thionyl chloride (1.27 g, 10.7 mmol) at room temperature. The reaction mixture was stirred for 2 h. The reaction mixture was concentrated in vacuo yielding 790 mg (85%) of Z: 1H NMR (400 MHz, d6-DMSO) δ 10.78, (bs, 1H), 8.93, (s, 1H), 8.51 (d, J=4.4 Hz, 1H), 8.25-8.06 (m, 3H), 7.84, (d, J=7.6 Hz, 2H), 7.71, (d, J=7.2 H... Run at time 2 hour. The solvent is CO (methanol). Product: Cl.Cl.Cl.Cl.NCCCCN(C1CCCC=2C=CC=NC12)CC=1N=NN(C1)C1=CC=CC=C1 (N-(4-aminobutyl)-N-((1-phenyl-1H-1,2,3-triazol-4-yl)methyl)-5,6,7,8-tetrahydro-quinolin-8-amine tetrahydrochloride). Starting materials: ClC1=CC=C(C=C1)C1(CNCCO1)C1=CC=C(C=C1)I (2-(4-chloro-phenyl)-2-(4-Iodo-phenyl)morpholine), CC1(OB(OC1(C)C)C=1C=NNC1)C (4-(4,4,5,5-tetramethyl-1,3,2-dioxaborolan-2-yl)-1H-pyrazole). The reagents and catalysts are C=1C=CC(=CC1)[P](C=2C=CC=CC2)(C=3C=CC=CC3)[Pd]([P](C=4C=CC=CC4)(C=5C=CC=CC5)C=6C=CC=CC6)([P](C=7C=CC=CC7)(C=8C=CC=CC8)C=9C=CC=CC9)[P](C=1C=CC=CC1)(C=1C=CC=CC1)C=1C=CC=CC1 (tetrakis(triphenylphosphine)palladium). Yields the product ClC1=CC=C(C=C1)C1(CNCCO1)C1=CC=C(C=C1)C=1C=NNC1 (2-(4-Chloro-phenyl)-2-[4-(1H-pyrazol-4-yl)-phenyl]-morpholine). RXN SMILES: [Cl:1][C:2]1[CH:7]=[CH:6][C:5]([C:8]2([C:14]3[CH:19]=[CH:18][C:17](I)=[CH:16][CH:15]=3)[O:13][CH2:12][CH2:11][NH:10][CH2:9]2)=[CH:4][CH:3]=1.CC1(C)C(C)(C)OB([C:29]2[CH:30]=[N:31][NH:32][CH:33]=2)O1>C1C=CC([P]([Pd]([P](C2C=CC=CC=2)(C2C=CC=CC=2)C2C=CC=CC=2)([P](C2C=CC=CC=2)(C2C=CC=CC=2)C2C=CC=CC=2)[P](C2C=CC=CC=2)(C2C=CC=CC=2)C2C=CC=CC=2)(C2C=CC=CC=2)C2C=CC=CC=2)=CC=1>[Cl:1][C:2]1[CH:7]=[CH:6][C:5]([C:8]2([C:14]3[CH:19]=[CH:18][C:17]([C:29]4[CH:30]=[N:31][NH:32][CH:33]=4)=[CH:16][CH:15]=3)[O:13][CH2:12][CH2:11][NH:10][CH2:9]2)=[CH:4][CH:3]=1 |^1:38,40,59,78|. Procedure: 2-(4-chloro-phenyl)-2-(4-Iodo-phenyl)morpholine was reacted with 4-(4,4,5,5-tetramethyl-1,3,2-dioxaborolan-2-yl)-1H-pyrazole following the procedure set out in Example 1, but using tetrakis(triphenylphosphine)palladium (0) as the catalyst to give the title compound. LCMS (PS-A3) Rt 6.88 min [M+H+] 340. 1H NMR (Me-d3-OD) δ 2.84-2.88 (2H, m), 3.32-3.36 (1H, m), 3.45-3.49 (1H, m), 3.69-3.72 (2H, m), 7.31 (2H, d), 7.40 (4H, apparent d), 7.56 (2H, d), 7.92 (2H, br.s).